This data is from the Open Reaction Database (ORD), a public repository of structured organic reaction records. The task is: describe an organic reaction: reactants, conditions, products, and yield Yields the product C1(CC1)NC[C@H]1N(CCC1)C(=O)C=1C(=C(NC1C)C=O)C (4-((S)-2-cyclopropylaminomethyl-pyrrolidine-1-carbonyl)-3,5-dimethyl-1H-pyrrole-2-carbaldehyde). Starting materials: C(=O)C1=C(C(=C(N1)C)C(=O)O)C (5-formyl-2,4-dimethyl-1H-pyrrole-3-carboxylic acid), C1(CC1)NC[C@H]1NCCC1 (cyclopropyl-(S)-1-pyrrolidin-2-ylmethyl-amine), C=1C=CC2=C(C1)N=NN2O (HOBt), CCN=C=NCCCN(C)C (EDAC), TEA. Procedure details: A mixture of 5-formyl-2,4-dimethyl-1H-pyrrole-3-carboxylic acid (270 mg, 1.61 mmol), cyclopropyl-(S)-1-pyrrolidin-2-ylmethyl-amine (220 mg, 1.57 mmol), HOBt (199 mg, 1.47 mmol), EDAC (344 mg, 1.8 mmol) and TEA (0.5 mL) in DMF (7 mL) was stirred at rt for 48 hours. The reaction was concentrated, diluted with sodium bicarbonate and extracted with DCM. The combined DCM was dried, concentrated and filtered through silica gel to give 4-((S)-2-cyclopropylaminomethyl-pyrrolidine-1-carbonyl)-3,5-dimethy... Reaction conditions: time 48 hour. Solvent: CN(C)C=O (DMF). Reaction SMILES: [CH:1]([C:3]1[NH:7][C:6]([CH3:8])=[C:5]([C:9]([OH:11])=O)[C:4]=1[CH3:12])=[O:2].[CH:13]1([NH:16][CH2:17][C@@H:18]2[CH2:22][CH2:21][CH2:20][NH:19]2)[CH2:15][CH2:14]1.C1C=CC2N(O)N=NC=2C=1.CCN=C=NCCCN(C)C>CN(C=O)C>[CH:13]1([NH:16][CH2:17][C@@H:18]2[CH2:22][CH2:21][CH2:20][N:19]2[C:9]([C:5]2[C:4]([CH3:12])=[C:3]([CH:1]=[O:2])[NH:7][C:6]=2[CH3:8])=[O:11])[CH2:15][CH2:14]1. Reactants: [NH4+].[Cl-] (NH4Cl), [H-].[Na+] (NaH), COC1=C2C=CNC2=CC=C1 (4-methoxyindole), O1C(CCCC1)OCCBr (2-tetrahydropyranyloxy-1-bromoethane). Solvent: CN(C)C=O (DMF). Reaction conditions: temperature 0 celsius, time 15 minute. Product: OCCN1C=CC2=C(C=CC=C12)OC (1-(2-hydroxyethyl)-4-methoxyindole). Isolated yield 81.6%. RXN SMILES: [H-].[Na+].[CH3:3][O:4][C:5]1[CH:13]=[CH:12][CH:11]=[C:10]2[C:6]=1[CH:7]=[CH:8][NH:9]2.[O:14]1CCC[CH2:16][CH:15]1OCCBr.[NH4+].[Cl-]>CN(C=O)C>[OH:14][CH2:15][CH2:16][N:9]1[C:10]2[C:6](=[C:5]([O:4][CH3:3])[CH:13]=[CH:12][CH:11]=2)[CH:7]=[CH:8]1 |f:0.1,4.5|. Procedure details: Under argon atmosphere, NaH (283 mg) was added to 4-methoxyindole (516 mg) in DMF (10 ml) and the mixture was stirred at 0° C. for 15 minutes. To this mixture, 2-tetrahydropyranyloxy-1-bromoethane (890 mg) was added and the mixture was gradually heated to room temperature, followed by stirring the mixture at room temperature for 90 minutes. The reaction mixture was added to saturated aqueous NH4Cl solution (5 ml) cooled at 0° C. to stop the reaction, and the resultant was extracted with ethyl ac...